This data is from the Open Reaction Database (ORD), a public repository of structured organic reaction records. The task is: describe an organic reaction: reactants, conditions, products, and yield Starting materials: OC=1C=C(C(=O)O)C=C(C1)C(F)(F)F (3-hydroxy-5-(trifluoromethyl)benzoic acid), CN (methylamine). The product is OC=1C=C(C(=O)NC)C=C(C1)C(F)(F)F (3-Hydroxy-N-methyl-5-(trifluoromethyl)benzamide). RXN SMILES: [OH:1][C:2]1[CH:3]=[C:4]([CH:8]=[C:9]([C:11]([F:14])([F:13])[F:12])[CH:10]=1)[C:5](O)=[O:6].[CH3:15][NH2:16]>>[OH:1][C:2]1[CH:3]=[C:4]([CH:8]=[C:9]([C:11]([F:14])([F:13])[F:12])[CH:10]=1)[C:5]([NH:16][CH3:15])=[O:6]. Procedure: Prepared from 3-hydroxy-5-(trifluoromethyl)benzoic acid and methylamine using the method of preparation 58 to give the title compound as a pale orange solid. Yield: 60.0%. As a reaction SMILES: [OH-].[K+].[OH:3][CH2:4][C:5]1[O:6][C:7]([CH3:13])=[CH:8][C:9](=[O:12])[C:10]=1[OH:11].I[CH2:15][CH2:16][CH2:17][CH2:18][CH2:19][C:20]([O:22][CH2:23][CH3:24])=[O:21]>C(O)C.O>[OH:3][CH2:4][C:5]1[O:6][C:7]([CH3:13])=[CH:8][C:9](=[O:12])[C:10]=1[O:11][CH2:15][CH2:16][CH2:17][CH2:18][CH2:19][C:20]([O:22][CH2:23][CH3:24])=[O:21] |f:0.1|. Solvent: C(C)O (ethanol), O (water). Yields the product OCC=1OC(=CC(C1OCCCCCC(=O)OCC)=O)C (2-hydroxymethyl-6-methyl-3-(5-carboethoxypentyloxy)-4-pyrone). The reactants are [OH-].[K+] (potassium hydroxide), OCC=1OC(=CC(C1O)=O)C (2-hydroxymethyl-3-hydroxy-6-methyl-4-pyrone), ICCCCCC(=O)OCC (ethyl 6-iodohexanoate). Procedure: To a solution of 2.00 g (0.0304 mole) of potassium hydroxide in 33 ml of ethanol and 5 ml of water was added 4.75 g (0.0304 mole) of 2-hydroxymethyl-3-hydroxy-6-methyl-4-pyrone, and the resulting mixture heated to 50°. A 7.8 g (0.029 mole) portion of ethyl 6-iodohexanoate was then added and the resulting clear solution heated at reflux for 7 hr under a nitrogen atmosphere. Removal of the ethanol under reduced pressure left a residue which was dissolved in methylene chloride. The organic solution... The reactants are N(C(=N)N)C=1SC=C(N1)CCCCN (2-guanidino-4-(4-aminobutyl)thiazole), dimethyl (cyanoimido)dithiocarbonate. The solvent is C(C)O (ethanol). Run at time 8 hour. The product is N(C(=N)N)C=1SC=C(N1)CCCCNC(SC)=NC#N (2-guanidino-4-[4-(3-cyano-2-methylisothioureido)butyl]thiazole). Reaction SMILES: [NH:1]([C:5]1[S:6][CH:7]=[C:8]([CH2:10][CH2:11][CH2:12][CH2:13][NH2:14])[N:9]=1)[C:2]([NH2:4])=[NH:3]>C(O)C>[NH:1]([C:5]1[S:6][CH:7]=[C:8]([CH2:10][CH2:11][CH2:12][CH2:13][NH:14][C:5](=[N:1][C:2]#[N:3])[S:6][CH3:7])[N:9]=1)[C:2]([NH2:4])=[NH:3]. Procedure details: To a solution of 2-guanidino-4-(4-aminobutyl)thiazole (0.8 g.) in ethanol (10 ml.) was added dimethyl (cyanoimido)dithiocarbonate (0.6 g.). The mixture was stirred overnight. The white precipitate was filtered off and recrystallized from acetonitrile to give 2-guanidino-4-[4-(3-cyano-2-methylisothioureido)butyl]thiazole, m.p. 178°-180° C. Reactants: COC1=C(C=C(CO)C=C1)C1=CC=2C(C(CC(C2C=C1C)(C)C)C)C (4-methoxy-3-(3,5,5,8,7-pentamethyl-5,6,7,8-tetrahydronaphthalen-2-yl) benzyl alcohol), Br (HBr). Solvent: C(C)(=O)OCC (ethyl acetate), C(C)(=O)O (acetic acid). Yields the product COC1=C(C=C(CBr)C=C1)C1=CC=2C(C(CC(C2C=C1C)(C)C)C)C (4-methoxy-3-(3,5,5,8,7-pentamethyl-5,6,7,8-tetrahydronaphthalen-2-yl) benzyl bromide). RXN SMILES: [CH3:1][O:2][C:3]1[CH:10]=[CH:9][C:6]([CH2:7]O)=[CH:5][C:4]=1[C:11]1[C:20]([CH3:21])=[CH:19][C:18]2[C:17]([CH3:23])([CH3:22])[CH2:16][CH:15]([CH3:24])[CH:14]([CH3:25])[C:13]=2[CH:12]=1.[BrH:26]>C(O)(=O)C.C(OCC)(=O)C>[CH3:1][O:2][C:3]1[CH:10]=[CH:9][C:6]([CH2:7][Br:26])=[CH:5][C:4]=1[C:11]1[C:20]([CH3:21])=[CH:19][C:18]2[C:17]([CH3:23])([CH3:22])[CH2:16][CH:15]([CH3:24])[CH:14]([CH3:25])[C:13]=2[CH:12]=1. Procedure: To a solution of 4-methoxy-3-(3,5,5,8,7-pentamethyl-5,6,7,8-tetrahydronaphthalen-2-yl) benzyl alcohol (195 mg, 0.57 mmol) in acetic acid (glacial, 3 mL) was added HBr (48%, 1 mL) and the resulting mixture heated at reflux for 2 hours. The solution was cooled to room temperature, diluted with ethyl acetate and washed successively with water and brine, dried over anhydrous magnesium sulfate, filtered and evaporated to afford 200 mg of crude 4-methoxy-3-(3,5,5,8,7-pentamethyl-5,6,7,8-tetrahydronaph...